describe an organic reaction: reactants, conditions, products, and yield From a dataset of the Open Reaction Database (ORD), a public repository of structured organic reaction records. Reactants: Cl, COCCOc1nc(N)c2nc(OC)n(Cc3ccccc3)c2n1. Yields the product COCCOc1nc(N)c2nc(O)n(Cc3ccccc3)c2n1. RXN SMILES: [ClH:25].[NH2:1][c:2]1[c:3]2[n:4][c:5]([O:23][CH3:24])[n:6]([CH2:16][c:17]3[cH:18][cH:19][cH:20][cH:21][cH:22]3)[c:7]2[n:8][c:9]([O:11][CH2:12][CH2:13][O:14][CH3:15])[n:10]1>>[NH2:1][c:2]1[c:3]2[n:4][c:5]([OH:23])[n:6]([CH2:16][c:17]3[cH:18][cH:19][cH:20][cH:21][cH:22]3)[c:7]2[n:8][c:9]([O:11][CH2:12][CH2:13][O:14][CH3:15])[n:10]1. Starting materials: CCCC(=S)c1cccc2nnsc12, CCC(=S)c1cccc2nnsc12, S=C(Cc1ccccc1)c1cccc2nnsc12. Yields the product CC(=S)c1cccc2nnsc12. As a reaction SMILES: [CH2:14]([C:15]([c:16]1[c:17]2[s:18][n:19][n:20][c:21]2[cH:22][cH:23][cH:24]1)=[S:25])[CH2:26][CH3:27].[CH2:1]([CH3:2])[C:3](=[S:4])[c:5]1[cH:6][cH:7][cH:8][c:9]2[n:10][n:11][s:12][c:13]12.[CH2:28]([C:29]([c:30]1[c:31]2[s:32][n:33][n:34][c:35]2[cH:36][cH:37][cH:38]1)=[S:39])[c:40]1[cH:41][cH:42][cH:43][cH:44][cH:45]1>>[CH3:1][C:3](=[S:4])[c:5]1[cH:6][cH:7][cH:8][c:9]2[n:10][n:11][s:12][c:13]12. The reactants are C(C)(C)(C)N (t-butylamine), CC=1C=C(C=CC1NS(=O)(=O)C(F)(F)F)S(=O)(=O)Cl (3-Methyl-4-(trifluoromethanesulfonamido)benzenesulfonyl chloride), resultant mixture. Run in O1CCCC1 (tetrahydrofuran). Run at time 8 hour. The product is C(C)(C)(C)NS(=O)(=O)C1=CC(=C(C=C1)NS(=O)(=O)C(F)(F)F)C (N-t-butyl-3-methyl-4-(trifluoromethanesulfonamido)benzenesulfonamide). The yield is 34.3%. RXN SMILES: [CH3:1][C:2]1[CH:3]=[C:4]([S:16](Cl)(=[O:18])=[O:17])[CH:5]=[CH:6][C:7]=1[NH:8][S:9]([C:12]([F:15])([F:14])[F:13])(=[O:11])=[O:10].[C:20]([NH2:24])([CH3:23])([CH3:22])[CH3:21]>O1CCCC1>[C:20]([NH:24][S:16]([C:4]1[CH:5]=[CH:6][C:7]([NH:8][S:9]([C:12]([F:15])([F:14])[F:13])(=[O:11])=[O:10])=[C:2]([CH3:1])[CH:3]=1)(=[O:18])=[O:17])([CH3:23])([CH3:22])[CH3:21]. Reported procedure: 3-Methyl-4-(trifluoromethanesulfonamido)benzenesulfonyl chloride (1.5 g) was added to tetrahydrofuran (40 ml) containing t-butylamine (0.65 g), and the resultant mixture was allowed to stand at room temperature overnight. The reaction mixture was concentrated and extracted with chloroform. The extract was washed with 5% hydrochloric acid and water in order, dried over anhydrous magnesium sulfate and concentrated. The residue was recrystallized from benzene and then from toluene to give 0.57 g of... Reactants: C(C1=CC=CC=C1)N(CCN(C)CC=1C(=NN(C1)C)C1=CC=C(C=C1)OC(C)C)C (N1-benzyl-N2-((3-(4-isopropoxyphenyl)-1-methyl-1H-pyrazol-4-yl)methyl)-N1,N2-dimethylethane-1,2-diamine). The reagents and catalysts are [Pd] (Pd/C). Run in CO (methanol). The product is C(C)(C)OC1=CC=C(C=C1)C1=NN(C=C1CN(CCNC)C)C (N1-((3-(4-isopropoxyphenyl)-1-methyl-1H-pyrazol-4-yl)methyl)-N1,N2-dimethylethane-1,2-diamine). Isolated yield 59.0%. RXN SMILES: [CH2:1]([N:8](C)[CH2:9][CH2:10][N:11]([CH2:13][C:14]1[C:15]([C:20]2[CH:25]=[CH:24][C:23]([O:26][CH:27]([CH3:29])[CH3:28])=[CH:22][CH:21]=2)=[N:16][N:17]([CH3:19])[CH:18]=1)[CH3:12])C1C=CC=CC=1>CO.[Pd]>[CH:27]([O:26][C:23]1[CH:22]=[CH:21][C:20]([C:15]2[C:14]([CH2:13][N:11]([CH3:12])[CH2:10][CH2:9][NH:8][CH3:1])=[CH:18][N:17]([CH3:19])[N:16]=2)=[CH:25][CH:24]=1)([CH3:29])[CH3:28]. Procedure details: To a suspension of N1-benzyl-N2-((3-(4-isopropoxyphenyl)-1-methyl-1H-pyrazol-4-yl)methyl)-N1,N2-dimethylethane-1,2-diamine (62 mg, 0.15 mmol) and Pd/C (10 mg) in methanol was purged H2 gas for 2 h. The resulting mixture was filtered through celite and washed with methanol (5 mL×2). The combined filtrate was concentrated to afford N1-((3-(4-isopropoxyphenyl)-1-methyl-1H-pyrazol-4-yl)methyl)-N1,N2-dimethylethane-1,2-diamine (28 mg, 58%). 1H NMR (400 MHz, DMSO-d6): δ 8.12 (s, 1H), 7.48 (d, J=8.4 Hz... Starting materials: C1(CC1)C(=O)O (cyclopropanecarboxylic acid), C1(=CC=CC=C1)CCO (2-phenylethanol), 1-L. Isolated yield 71.8%. The product is C1(CC1)C(=O)OCCC1=CC=CC=C1 (2-phenylethyl cyclopropanecarboxylate). Reported procedure: A 1-L, 4-neck, round-bottom flask, fitted with a thermometer, mechanical stirrer, nitrogen inlet tube and Liebig condenser/receiving flask, was charged with 258.3 g (3.00 mol, 1.00 equiv) of cyclopropanecarboxylic acid, 366.5 g (3.00 mol, 1.00 equiv) of 2-phenylethanol, and 1.14 g (0.2 wt. %) of tin oxalate (Fascat® 2001). The air was removed with three cycles of evacuation/nitrogen-fill using a mechanical vacuum pump (50-100 torr). The rate of stirring was set at ca. 200 rpm, the nitrogen sparg... The reagents and catalysts are C(C(=O)[O-])(=O)[O-].[Sn+4].C(C(=O)[O-])(=O)[O-] (tin oxalate). As a reaction SMILES: [CH:1]1([C:4]([OH:6])=[O:5])[CH2:3][CH2:2]1.[C:7]1([CH2:13][CH2:14]O)[CH:12]=[CH:11][CH:10]=[CH:9][CH:8]=1>C([O-])(=O)C([O-])=O.[Sn+4].C([O-])(=O)C([O-])=O>[CH:1]1([C:4]([O:6][CH2:14][CH2:13][C:7]2[CH:12]=[CH:11][CH:10]=[CH:9][CH:8]=2)=[O:5])[CH2:3][CH2:2]1 |f:2.3.4|. Run at temperature 175 celsius, time 1 hour. The reactants are Cc1ccccc1, CC(C)n1c(=O)c(C(=O)O)cc2ccccc21, O=S(Cl)Cl. Yields the product CC(C)n1c(=O)c(C(=O)Cl)cc2ccccc21. RXN SMILES: [CH3:22][c:23]1[cH:24][cH:25][cH:26][cH:27][cH:28]1.[CH:1]([CH3:2])([CH3:3])[n:4]1[c:5](=[O:17])[c:6]([C:14](=[O:15])[OH:16])[cH:7][c:8]2[cH:9][cH:10][cH:11][cH:12][c:13]12.[S:18]([Cl:19])([Cl:20])=[O:21]>>[CH:1]([CH3:2])([CH3:3])[n:4]1[c:5](=[O:17])[c:6]([C:14](=[O:15])[Cl:20])[cH:7][c:8]2[cH:9][cH:10][cH:11][cH:12][c:13]12. Starting materials: CC(C)(C)C(=O)Nc1ncc(C(F)(F)F)cc1I, [Na+], [Na+], O=C([O-])O, [OH-], O=S(=O)(O)O. Product: Nc1ncc(C(F)(F)F)cc1I. RXN SMILES: [I:1][c:2]1[c:3]([NH:12][C:13](=[O:14])[C:15]([CH3:16])([CH3:17])[CH3:18])[n:4][cH:5][c:6]([C:8]([F:9])([F:10])[F:11])[cH:7]1.[Na+:20].[Na+:25].[O-:21][C:22]([OH:23])=[O:24].[OH-:19].[S:26](=[O:27])(=[O:28])([OH:29])[OH:30]>>[I:1][c:2]1[c:3]([NH2:12])[n:4][cH:5][c:6]([C:8]([F:9])([F:10])[F:11])[cH:7]1.